Dataset: the Open Reaction Database (ORD), a public repository of structured organic reaction records. Task: describe an organic reaction: reactants, conditions, products, and yield The reactants are C([O-])([O-])=O.[K+].OC=1C=C(C=O)C=C(C1)CCC.[K+] (3-hydroxy-5-propyl-benzaldehyde potassium carbonate), BrCC(=O)OC (methyl bromoacetate). Yields the product C(=O)C=1C=C(OCC(=O)OC)C=C(C1)CCC (Methyl 2-(3-formyl-5-propylphenoxy)acetate). Procedure: A mixture of 3-hydroxy-5-propyl-benzaldehyde potassium carbonate (0.7 g) and methyl bromoacetate (0.8 ml) in methyl ethyl ketone (6 ml) were heated at 70° for 4 hours. The reaction was filtered and evaporated. Flash chromatography of the residue using 30% ether in hexane afforded the title compound. Solvent: C(C)C(=O)C (methyl ethyl ketone). As a reaction SMILES: C(=O)([O-])[O-].[K+].[OH:6][C:7]1[CH:8]=[C:9]([CH:12]=[C:13]([CH2:15][CH2:16][CH3:17])[CH:14]=1)[CH:10]=[O:11].[K+].Br[CH2:20][C:21]([O:23][CH3:24])=[O:22]>C(C(C)=O)C>[CH:10]([C:9]1[CH:8]=[C:7]([CH:14]=[C:13]([CH2:15][CH2:16][CH3:17])[CH:12]=1)[O:6][CH2:20][C:21]([O:23][CH3:24])=[O:22])=[O:11] |f:0.1.2.3|.